Dataset: the Open Reaction Database (ORD), a public repository of structured organic reaction records. Task: describe an organic reaction: reactants, conditions, products, and yield Starting materials: O=C(O)C(F)(F)F, CC(C)(C)OC(=O)Nc1nc(-c2ccco2)c(C(=O)c2ccccn2)s1. The product is Nc1nc(-c2ccco2)c(C(=O)c2ccccn2)s1. Reaction SMILES: [OH:27][C:28]([C:29]([F:30])([F:31])[F:32])=[O:33].[o:1]1[c:2](-[c:6]2[n:7][c:8]([NH:19][C:20](=[O:21])[O:22][C:23]([CH3:24])([CH3:25])[CH3:26])[s:9][c:10]2[C:11](=[O:12])[c:13]2[n:14][cH:15][cH:16][cH:17][cH:18]2)[cH:3][cH:4][cH:5]1>>[o:1]1[c:2](-[c:6]2[n:7][c:8]([NH2:19])[s:9][c:10]2[C:11](=[O:12])[c:13]2[n:14][cH:15][cH:16][cH:17][cH:18]2)[cH:3][cH:4][cH:5]1. The reactants are ClC1=CC=C(C=C1)C1=NC2=C(N1C(COCC1CCCCC1)C1CCCCC1)C=C(C(=C2)F)F (2-(4-Chloro-phenyl)-1-(1-cyclohexyl-2-cyclohexylmethoxy-ethyl)-5,6-difluoro-1H-benzoimidazole), ClC1=CC=C(C=C1)C1=NC2=C(N1C(COCC1CCCCC1)C1CCCCC1)C=C(C(=C2)F)F (2-(4-Chloro-phenyl)-1-(1-cyclohexyl-2-cyclohexylmethoxy-ethyl)-5,6-difluoro-1H-benzoimidazole), BrC=1C(=NC=C(C(=O)OC)C1)O (methyl 5-bromo-6-hydroxynicotinate), C1(=CC=CC=C1)P(C1=CC=CC=C1)C1=CC=CC=C1 (triphenylphosphine), N(=NC(=O)OC(C)(C)C)C(=O)OC(C)(C)C (di-tert-butyl azodicarboxylate). Yields the product COC(C1=CN=C(C(=C1)Br)OCC(C1CCCCC1)N1C(=NC2=C1C=C(C(=C2)F)F)C2=CC=C(C=C2)Cl)=O (5-Bromo-6-{2-[2-(4-chloro-phenyl)-5,6-difluoro-benzoimidazol-1-yl]-2-cyclohexyl-ethoxy}-nicotinic acid methyl ester). As a reaction SMILES: [Cl:1][C:2]1[CH:7]=[CH:6][C:5]([C:8]2[N:12]([CH:13]([CH:23]3[CH2:28][CH2:27][CH2:26][CH2:25][CH2:24]3)[CH2:14]OCC3CCCCC3)[C:11]3[CH:29]=[C:30]([F:34])[C:31]([F:33])=[CH:32][C:10]=3[N:9]=2)=[CH:4][CH:3]=1.[Br:35][C:36]1[C:37]([OH:46])=[N:38][CH:39]=[C:40]([CH:45]=1)[C:41]([O:43][CH3:44])=[O:42].C1(P(C2C=CC=CC=2)C2C=CC=CC=2)C=CC=CC=1.N(C(OC(C)(C)C)=O)=NC(OC(C)(C)C)=O>>[CH3:44][O:43][C:41](=[O:42])[C:40]1[CH:45]=[C:36]([Br:35])[C:37]([O:46][CH2:14][CH:13]([N:12]2[C:11]3[CH:29]=[C:30]([F:34])[C:31]([F:33])=[CH:32][C:10]=3[N:9]=[C:8]2[C:5]2[CH:6]=[CH:7][C:2]([Cl:1])=[CH:3][CH:4]=2)[CH:23]2[CH2:24][CH2:25][CH2:26][CH2:27][CH2:28]2)=[N:38][CH:39]=1. Reported procedure: The title compound was prepared in analogy to Example 4, intermediate, from 2-[2-(4-chloro-phenyl)-5,6-difluoro-benzoimidazol-1-yl]-2-cyclohexyl-ethanol (Example 1, intermediate c), methyl 5-bromo-6-hydroxynicotinate (commercially available), triphenylphosphine and di-tert-butyl azodicarboxylate. The residue obtained after work-up was crystallized from acetonitrile. Colorless solid (86%). MS (Turbo Spray): m/z=604.3 [M+H]. Reactants: Cc1ccc(C(C(=O)OC(C)(C)C)C(=O)OC(C)(C)C)c([N+](=O)[O-])c1, CCOC(C)=O. Product: Cc1ccc(C(C(=O)OC(C)(C)C)C(=O)OC(C)(C)C)c(N)c1. Reaction SMILES: [CH3:1][C:2]([CH3:3])([CH3:4])[O:5][C:6]([CH:7]([C:8](=[O:9])[O:10][C:11]([CH3:12])([CH3:13])[CH3:14])[c:15]1[c:16]([N+:22]([O-:23])=[O:24])[cH:17][c:18]([CH3:21])[cH:19][cH:20]1)=[O:25].[CH3:26][CH2:27][O:28][C:29](=[O:30])[CH3:31]>>[CH3:1][C:2]([CH3:3])([CH3:4])[O:5][C:6]([CH:7]([C:8](=[O:9])[O:10][C:11]([CH3:12])([CH3:13])[CH3:14])[c:15]1[c:16]([NH2:22])[cH:17][c:18]([CH3:21])[cH:19][cH:20]1)=[O:25].